Dataset: the Open Reaction Database (ORD), a public repository of structured organic reaction records. Task: describe an organic reaction: reactants, conditions, products, and yield Starting materials: CNC (N,N-dimethyl amine), ClC=1C=C(C(=O)O)C=CC1O (3-Chloro-4-hydroxy-benzoic acid), C1CCC(CC1)N=C=NC2CCCCC2 (DCC), C=1C=CC2=C(C1)N=NN2O (HOBt). The solvent is CN(C)C=O (DMF). The product is ClC=1C=C(C(=O)N(C)C)C=CC1O (3-Chloro-4-hydroxy-N,N-dimethyl-benzamide). Yield: 76.2%. As a reaction SMILES: [Cl:1][C:2]1[CH:3]=[C:4]([CH:8]=[CH:9][C:10]=1[OH:11])[C:5](O)=[O:6].C1CC[CH:15]([N:18]=[C:19]=NC2CCCCC2)CC1.C1C=CC2N(O)N=NC=2C=1.CNC>CN(C=O)C>[Cl:1][C:2]1[CH:3]=[C:4]([CH:8]=[CH:9][C:10]=1[OH:11])[C:5]([N:18]([CH3:19])[CH3:15])=[O:6]. Reported procedure: 3-Chloro-4-hydroxy-benzoic acid (800 mg, 4.6 mmol), DCC (856 mg, 5.4 mmol), and HOBt (540 mg, 5.4 mmol) were mixed in DMF (10 mL). N,N-dimethyl amine (2M in THF, 4.6 mL) was added to the mixture at 0° C. The reaction was stirred over night and purified by silica gel chromatography (70%–90% EtOAc/Hexane) to provide the title compound (700 mg, 87.5%). MS (DCI) m/z 200, 202 (M+H)+. The reactants are C1(=CC=CC=C1)N=C=O (phenyl isocyanate), FC(C=1C=C(C(=O)NCC(=O)NCC2CCNCC2)C=CC1)(F)F (4-[[N-(3-(trifluoromethyl)benzoyl)glycyl]aminomethyl]piperidine), [BH3-]C#N.[Na+] (NaBH3CN), CN(C1=CC=C(C=O)C=C1)C (4-(dimethylamino)benzaldehyde). Run in C(C)#N (Acetonitrile), C(C)(=O)O (acetic acid), CO (methanol). Run at temperature 60 celsius, time 19 hour. The product is CN(C1=CC=C(CN2CCC(CC2)CNC(CNC(C2=CC(=CC=C2)C(F)(F)F)=O)=O)C=C1)C (1-[4-(dimethylamino)benzyl]-4-[[N-(3-(trifluoromethyl)benzoyl)glycyl]aminomethyl]piperidine). As a reaction SMILES: [F:1][C:2]([F:24])([F:23])[C:3]1[CH:4]=[C:5]([CH:20]=[CH:21][CH:22]=1)[C:6]([NH:8][CH2:9][C:10]([NH:12][CH2:13][CH:14]1[CH2:19][CH2:18][NH:17][CH2:16][CH2:15]1)=[O:11])=[O:7].[BH3-]C#N.[Na+].[CH3:29][N:30]([CH3:39])[C:31]1[CH:38]=[CH:37][C:34]([CH:35]=O)=[CH:33][CH:32]=1.C1(N=C=O)C=CC=CC=1>C(#N)C.C(O)(=O)C.CO>[CH3:29][N:30]([CH3:39])[C:31]1[CH:38]=[CH:37][C:34]([CH2:35][N:17]2[CH2:18][CH2:19][CH:14]([CH2:13][NH:12][C:10](=[O:11])[CH2:9][NH:8][C:6](=[O:7])[C:5]3[CH:20]=[CH:21][CH:22]=[C:3]([C:2]([F:1])([F:23])[F:24])[CH:4]=3)[CH2:15][CH2:16]2)=[CH:33][CH:32]=1 |f:1.2|. Procedure: A methanol (1.0 mL) solution of 4-[[N-(3-(trifluoromethyl)benzoyl)glycyl]aminomethyl]piperidine (20.0 mg, 0.058 mmol) and NaBH3CN (16.5 mg) were added to a 5% acetic acid solution (1.0 mL) of 4-(dimethylamino)benzaldehyde (30.4 mg, 0.204 mmol), and the resulting mixture was stirred at 60° C. for 19 hours. The solvent was evaporated to provide a solid. Acetonitrile (2.0 mL) and phenyl isocyanate (6.9 mg, 0.048 mmol) were added to the solid, and resulting mixture was stirred at 25° C. for 1 hour. ... Starting materials: C(C1=CC=CC=C1)NC(C(F)(F)F)(C1=CC=C(C=C1)OCCCC(F)(F)F)C1(CC1)C(=O)C1=CC=C(C=C1)OC ((1-(1-(Benzylamino)-2,2,2-trifluoro-1-(4-(4,4,4-trifluorobutoxy)phenyl)ethyl)-cyclopropyl)-(4-methoxyphenyl)methanone), C(=O)O (formic acid). The reagents and catalysts are [Pd] (palladium on carbon). The solvent is CO (MeOH). Reaction conditions: time 8 hour. The product is NC(C(F)(F)F)(C1=CC=C(C=C1)OCCCC(F)(F)F)C1(CC1)C(=O)C1=CC=C(C=C1)OC ((1-(1-Amino-2,2,2-trifluoro-1-(4-(4,4,4-trifluorobutoxy)phenyl)ethyl)cyclopropyl)(4-methoxy-phenyl)methanone). Yield: 79.4%. Reaction SMILES: C([NH:8][C:9]([C:28]1([C:31]([C:33]2[CH:38]=[CH:37][C:36]([O:39][CH3:40])=[CH:35][CH:34]=2)=[O:32])[CH2:30][CH2:29]1)([C:14]1[CH:19]=[CH:18][C:17]([O:20][CH2:21][CH2:22][CH2:23][C:24]([F:27])([F:26])[F:25])=[CH:16][CH:15]=1)[C:10]([F:13])([F:12])[F:11])C1C=CC=CC=1.C(O)=O>CO.[Pd]>[NH2:8][C:9]([C:28]1([C:31]([C:33]2[CH:34]=[CH:35][C:36]([O:39][CH3:40])=[CH:37][CH:38]=2)=[O:32])[CH2:30][CH2:29]1)([C:14]1[CH:15]=[CH:16][C:17]([O:20][CH2:21][CH2:22][CH2:23][C:24]([F:27])([F:25])[F:26])=[CH:18][CH:19]=1)[C:10]([F:13])([F:12])[F:11]. Procedure: To a solution of Intermediate 14G (6 mg, 10.6 μmol) in MeOH (1 mL) containing 4.4% formic acid was added 10% palladium on carbon (2 mg, 2 μmol). The reaction was stirred at rt overnight. The reaction was filtered through Celite®. The filtrate was made basic with sat'd aq NaHCO3, and then evaporated to remove MeOH. The aqueous residue was diluted with sat'd aq NaCl and extracted with EtOAc. The combined organic extracts were washed with sat'd aq NaCl, dried over Na2SO4, filtered and concentrated ... Reactants: C(C)(C)C1=CC=C(C=C1)C1=NC2=C(N1CCOC)C(=CC(=C2)C(O)C2=NC=CC=C2)OC ([2-(4-isopropyl-phenyl)-7-methoxy-1-(2-methoxy-ethyl)-1H-benzoimidazol-5-yl]-pyridin-2-yl-methanol), C(C)N(C(C)C)C(C)C (ethyl-diisopropyl-amine), CS(=O)(=O)Cl (methanesulfonyl chloride). Reaction conditions: temperature 0 celsius, time 1 hour. Product: C(C)(C)C1=CC=C(C=C1)C1=NC2=C(N1CCOC)C(=CC(=C2)C(C2=NC=CC=C2)OS(=O)(=O)C)OC (Methanesulfonic acid[2-(4-isopropyl-phenyl)-7-methoxy-1-(2-methoxy-ethyl)-1H-benzoimidazol-5-yl]-pyridin-2-yl-methyl Ester). As a reaction SMILES: [CH:1]([C:4]1[CH:9]=[CH:8][C:7]([C:10]2[N:14]([CH2:15][CH2:16][O:17][CH3:18])[C:13]3[C:19]([O:31][CH3:32])=[CH:20][C:21]([CH:23]([C:25]4[CH:30]=[CH:29][CH:28]=[CH:27][N:26]=4)[OH:24])=[CH:22][C:12]=3[N:11]=2)=[CH:6][CH:5]=1)([CH3:3])[CH3:2].C(N(C(C)C)C(C)C)C.[CH3:42][S:43](Cl)(=[O:45])=[O:44]>>[CH:1]([C:4]1[CH:9]=[CH:8][C:7]([C:10]2[N:14]([CH2:15][CH2:16][O:17][CH3:18])[C:13]3[C:19]([O:31][CH3:32])=[CH:20][C:21]([CH:23]([O:24][S:43]([CH3:42])(=[O:45])=[O:44])[C:25]4[CH:30]=[CH:29][CH:28]=[CH:27][N:26]=4)=[CH:22][C:12]=3[N:11]=2)=[CH:6][CH:5]=1)([CH3:3])[CH3:2]. Reported procedure: A mixture of 330 mg (0.76 mmol) [2-(4-isopropyl-phenyl)-7-methoxy-1-(2-methoxy-ethyl)-1H-benzoimidazol-5-yl]-pyridin-2-yl-methanol, 0.6 ml ethyl-diisopropyl-amine and 0.25 ml methanesulfonyl chloride is stirred at 0° C. for 1 h. Then the reaction mixture is poured on water and extracted (3×) with ethyl acetate. The combined organic layers are washed with water and brine, dried over MgSO4, filtered and concentrated in vacuo to afford the title product as an oil that is used directly in the next s... The reactants are CC(=O)CC(C)(C)NC(=O)OC(C)(C)C, CC(C)(C)[O-], CCOC(=O)CP(=O)(OCC)OCC, CCOC(C)=O, Cl, [K+], C1CCOC1. Yields the product CCOC(=O)C=C(C)CC(C)(C)NC(=O)OC(C)(C)C. Reaction SMILES: [C:21]([CH3:22])([CH3:23])([CH3:24])[O:25][C:26]([NH:27][C:28]([CH2:29][C:30]([CH3:31])=[O:32])([CH3:33])[CH3:34])=[O:35].[CH3:15][C:16]([CH3:17])([O-:18])[CH3:19].[CH3:1][CH2:2][O:3][C:4](=[O:5])[CH2:6][P:7]([O:8][CH2:9][CH3:10])([O:11][CH2:12][CH3:13])=[O:14].[CH3:42][CH2:43][O:44][C:45](=[O:46])[CH3:47].[ClH:36].[K+:20].[O:37]1[CH2:38][CH2:39][CH2:40][CH2:41]1>>[CH3:1][CH2:2][O:3][C:4](=[O:5])[CH:6]=[C:30]([CH2:29][C:28]([NH:27][C:26]([O:25][C:21]([CH3:22])([CH3:23])[CH3:24])=[O:35])([CH3:33])[CH3:34])[CH3:31]. Reactants: COCCCNC1=CC=CC2=CC=CC=C12 (methoxypropyl alpha naphthylamine), ice, Cl (hydrochloric acid), N(=O)[O-].[Na+] (sodium nitrite), solution, COC=1C(=CC=CC1)N (o-anisidine), COC=1C(=CC=CC1)N (o-anisidine). Solvent: C=1(C(=CC=CC1)C)C (xylene). Run at temperature 70 celsius, time 4 hour. The product is COC1=C(C=CC=C1)N=NC1=CC=C(C2=CC=CC=C12)NCCCOC (4-(2-methoxyphenylazo)-1-(3-methoxypropyl-amino)naphthalene). Reaction SMILES: Cl.[CH3:2][O:3][C:4]1[C:5]([NH2:10])=[CH:6][CH:7]=[CH:8][CH:9]=1.[N:11]([O-])=O.[Na+].[CH3:15][O:16][CH2:17][CH2:18][CH2:19][NH:20][C:21]1[C:30]2[C:25](=[CH:26][CH:27]=[CH:28][CH:29]=2)[CH:24]=[CH:23][CH:22]=1>C1(C)C(C)=CC=CC=1>[CH3:2][O:3][C:4]1[CH:9]=[CH:8][CH:7]=[CH:6][C:5]=1[N:10]=[N:11][C:24]1[C:25]2[C:30](=[CH:29][CH:28]=[CH:27][CH:26]=2)[C:21]([NH:20][CH2:19][CH2:18][CH2:17][O:16][CH3:15])=[CH:22][CH:23]=1 |f:2.3|. Procedure details: To a three liter flask was charged 200 grams of ice and 1.25 moles of hydrochloric acid. 63.6 grams of o-anisidine was added. At a temperature of 0°-3° C. was added 35 gm of sodium nitrite as a 40% solution. Once the o-anisidine was fully diazotized, 100 gm. of methoxypropyl alpha naphthylamine and 100 gm of xylene were added. The pH was then raised to between 3.5 and 4.0 with a mineral alkaline buffering agent. The coupling temperature was maintained at between 8°-12° C. while the mixture was s... The reactants are COC(C1=C(C(=CC=C1)[N+](=O)[O-])Cl)=O (2-chloro-3-nitrobenzoic acid methyl ester), C(C1=CC=CC=C1)S (benzyl mercaptan), C([O-])([O-])=O.[K+].[K+] (potassium carbonate). Solvent: CN(C=O)C (dimethylformamide). Run at temperature 80 celsius, time 8 hour. Yields the product COC(C1=C(C(=CC=C1)[N+](=O)[O-])SCC1=CC=CC=C1)=O (2-benzylthio-3-nitrobenzoic acid methyl ester). As a reaction SMILES: [CH3:1][O:2][C:3](=[O:14])[C:4]1[CH:9]=[CH:8][CH:7]=[C:6]([N+:10]([O-:12])=[O:11])[C:5]=1Cl.[CH2:15]([SH:22])[C:16]1[CH:21]=[CH:20][CH:19]=[CH:18][CH:17]=1.C(=O)([O-])[O-].[K+].[K+]>CN(C)C=O>[CH3:1][O:2][C:3](=[O:14])[C:4]1[CH:9]=[CH:8][CH:7]=[C:6]([N+:10]([O-:12])=[O:11])[C:5]=1[S:22][CH2:15][C:16]1[CH:21]=[CH:20][CH:19]=[CH:18][CH:17]=1 |f:2.3.4|. Procedure details: 45.4 g (0.21 mol) of 2-chloro-3-nitrobenzoic acid methyl ester and 24.8 ml (0.21 mol) of benzyl mercaptan are dissolved in 420 ml of dimethylformamide, and then 29.2 g (0.21 mol) of potassium carbonate are added and the batch is stirred for 8 hours at 80° C. It is then poured onto ice/water and extracted twice with ethyl acetate. The extracts are washed with water, dried over magnesium sulfate and concentrated by evaporation. Starting materials: C(C1=CC=CC=C1)O[C@@H]1C(OC)O[C@H]([C@H]1OCC1=CC=CC=C1)COCC1=CC=CC=C1 (Methyl 2,3,5-tri-O-benzyl-L-xylofuranoside), FC(C(=O)O)(F)F (trifluoroacetic acid). Solvent: O (water), C(C)(=O)OCC (ethyl acetate). Reaction conditions: temperature 0 celsius, time 8 hour. Yields the product CC1(O)[C@@H](OCC2=CC=CC=C2)[C@H](OCC2=CC=CC=C2)[C@@H](O1)COCC1=CC=CC=C1 (methyl 2,3,5-tri-O-benzyl-L-xylofuranose). Yield: 53.0%. Reaction SMILES: [CH2:1]([O:8][C@H:9]1[C@H:15]([O:16][CH2:17][C:18]2[CH:23]=[CH:22][CH:21]=[CH:20][CH:19]=2)[C@H:14]([CH2:24][O:25][CH2:26][C:27]2[CH:32]=[CH:31][CH:30]=[CH:29][CH:28]=2)[O:13][CH:10]1[O:11]C)[C:2]1[CH:7]=[CH:6][CH:5]=[CH:4][CH:3]=1.F[C:34](F)(F)C(O)=O>O.C(OCC)(=O)C>[CH3:34][C:10]1([O:13][C@@H:14]([CH2:24][O:25][CH2:26][C:27]2[CH:28]=[CH:29][CH:30]=[CH:31][CH:32]=2)[C@@H:15]([O:16][CH2:17][C:18]2[CH:19]=[CH:20][CH:21]=[CH:22][CH:23]=2)[C@@H:9]1[O:8][CH2:1][C:2]1[CH:7]=[CH:6][CH:5]=[CH:4][CH:3]=1)[OH:11]. Procedure details: Methyl 2,3,5-tri-O-benzyl-L-xylofuranoside (22.7 g, 56.30 mmol) is dissolved at 0° C. in a 9:1 mixture of trifluoroacetic acid and water (200 mL) and stirred at 0° C. overnight. The mixture is put to dryness under reduced pressure. The oily residue is dissolved in ethyl acetate and washed three times with a saturated solution of sodium bicarbonate. The organic layer is dried over sodium sulfate, filtered and put to dryness under reduced pressure to afford an oil. Flash chromatography on silica g...